From a dataset of the Open Reaction Database (ORD), a public repository of structured organic reaction records. describe an organic reaction: reactants, conditions, products, and yield The reactants are CCO, CC1CC(Cc2ccc(-c3ccccc3)cc2)NC1=O, Cc1ccc(S(=O)(=O)O)cc1. The product is CCOC(=O)C(C)CC(N)Cc1ccc(-c2ccccc2)cc1. Reaction SMILES: [CH3:32][CH2:33][OH:34].[c:1]1(-[c:15]2[cH:16][cH:17][cH:18][cH:19][cH:20]2)[cH:2][cH:3][c:4]([CH2:7][CH:8]2[CH2:9][CH:10]([CH3:14])[C:11](=[O:13])[NH:12]2)[cH:5][cH:6]1.[c:21]1([CH3:22])[cH:23][cH:24][c:25]([S:26]([OH:27])(=[O:28])=[O:29])[cH:30][cH:31]1>>[c:1]1(-[c:15]2[cH:16][cH:17][cH:18][cH:19][cH:20]2)[cH:2][cH:3][c:4]([CH2:7][CH:8]([CH2:9][CH:10]([C:11](=[O:13])[O:34][CH2:33][CH3:32])[CH3:14])[NH2:12])[cH:5][cH:6]1. Reactants: OC=1C=C(C=O)C=C(C1O)[N+](=O)[O-] (3,4-dihydroxy-5-nitrobenzaldehyde), C(=O)([O-])[O-].[K+].[K+] (K2CO3), BrCCC (1-bromopropane), C(C)(=O)OCC (Ethyl acetate). The solvent is CN(C)C=O (DMF). Reaction conditions: temperature 80 celsius, time 8 hour. Product: [N+](=O)([O-])C=1C=C(C=O)C=C(C1OCCC)OCCC (3-nitro-4,5-dipropoxybenzaldehyde). Yield: 32.9%. Reaction SMILES: [OH:1][C:2]1[CH:3]=[C:4]([CH:7]=[C:8]([N+:11]([O-:13])=[O:12])[C:9]=1[OH:10])[CH:5]=[O:6].[C:14]([O-])([O-])=O.[K+].[K+].Br[CH2:21][CH2:22][CH3:23].C(O[CH2:28][CH3:29])(=O)C>CN(C=O)C>[N+:11]([C:8]1[CH:7]=[C:4]([CH:3]=[C:2]([O:1][CH2:14][CH2:28][CH3:29])[C:9]=1[O:10][CH2:21][CH2:22][CH3:23])[CH:5]=[O:6])([O-:13])=[O:12] |f:1.2.3|. Reported procedure: To a solution of 3,4-dihydroxy-5-nitrobenzaldehyde (400 mg, 2.185 mmol) in DMF (5 mL) was added K2CO3 (603 mg, 4.37 mmol) and 1-bromopropane (0.5 mL, excess), and the reaction was stirred at 80° C. overnight. Ethyl acetate (100 mL) was added and was washed with 2N aqueous HCl solution (20 mL×1), brine (20 mL×3), dried over Na2SO4, filtered, concentrated. The residue was purified by column chromatography (192 mg, yield: 32.91%). Reactants: C(C1=CC=CC=C1)OC=1C=C2C=3CC(CCC3NC2=CC1)N (6-benzyloxy-3-amino-1,2,3,4-tetrahydro-9H-carbazole), C([O-])([O-])=O.[K+].[K+] (potassium carbonate), CN1N=CC(=C1)CCOS(=O)(=O)C (2-(1-methyl-1H-pyrazol-4-yl)-1-mesyloxyethane). Reagents/catalysts: CN(C1=CC=NC=C1)C (4-dimethylaminopyridine). Solvent: C(C)#N (acetonitrile). The product is C(C1=CC=CC=C1)OC=1C=C2C=3CC(CCC3NC2=CC1)NCCC=1C=NN(C1)C (6-benzyloxy-3-(2-(1-methyl-1H-pyrazol-4-yl)ethyl)amino-1,2,3,4-tetrahydro-9H-carbazole). Yield: 44.5%. RXN SMILES: [CH2:1]([O:8][C:9]1[CH:10]=[C:11]2[C:19](=[CH:20][CH:21]=1)[NH:18][C:17]1[CH2:16][CH2:15][CH:14]([NH2:22])[CH2:13][C:12]2=1)[C:2]1[CH:7]=[CH:6][CH:5]=[CH:4][CH:3]=1.C(=O)([O-])[O-].[K+].[K+].[CH3:29][N:30]1[CH:34]=[C:33]([CH2:35][CH2:36]OS(C)(=O)=O)[CH:32]=[N:31]1>C(#N)C.CN(C)C1C=CN=CC=1>[CH2:1]([O:8][C:9]1[CH:10]=[C:11]2[C:19](=[CH:20][CH:21]=1)[NH:18][C:17]1[CH2:16][CH2:15][CH:14]([NH:22][CH2:36][CH2:35][C:33]3[CH:32]=[N:31][N:30]([CH3:29])[CH:34]=3)[CH2:13][C:12]2=1)[C:2]1[CH:3]=[CH:4][CH:5]=[CH:6][CH:7]=1 |f:1.2.3|. Procedure details: To a solution of 1.00 gm (3.422 mMol) 6-benzyloxy-3-amino-1,2,3,4-tetrahydro-9H-carbazole in 50 mL acetonitrile were added 1.04 gm (7.53 mMol) potassium carbonate followed by 1.26 gm (6.16 mMol) 2-(1-methyl-1H-pyrazol-4-yl)-1-mesyloxyethane and the reaction mixture was heated to reflux for 18 hours. To the reaction mixture were then added 0.021 gm (0.171 mMol) 4-dimethylaminopyridine and reflux was continued for 36 additional hours. The reaction mixture was cooled to room temperature and then pa...